Dataset: the Open Reaction Database (ORD), a public repository of structured organic reaction records. Task: describe an organic reaction: reactants, conditions, products, and yield Starting materials: ClC=1C=C(C(=O)N(C)OC)C=CN1 (2-chloro-N-methoxy-N-methyl-isonicotinamide), COC1=CC=C(CNCC2=CC=C(C=C2)OC)C=C1 (bis-(4-methoxy-benzyl)-amine), CC(C)([O-])C.[Na+] (sodium tert-butoxide). Reagents/catalysts: CC(C)C1=C(C(=CC=C1)C(C)C)N2C=CN(C2=[Pd])C3=C(C=CC=C3C(C)C)C(C)C.CC(C)C1=C(C(=CC=C1)C(C)C)N2C=CN(C2=[Pd])C3=C(C=CC=C3C(C)C)C(C)C.C1=CC=C2C(=O)C=CC(=O)C2=C1.C1=CC=C2C(=O)C=CC(=O)C2=C1 (1,3-bis(2,6-diisopropylphenyl)imidazol-2-ylidene-(1,4-naphthoquinone)palladium (0) dimer). Solvent: O1CCOCC1 (dioxane). Run at temperature 110 celsius, time 8 hour. The product is COC1=CC=C(CN(C=2C=C(C(=O)N(C)OC)C=CN2)CC2=CC=C(C=C2)OC)C=C1 (2-[Bis-(4-methoxy-benzyl)-amino]-N-methoxy-N-methyl-isonicotinamide). RXN SMILES: Cl[C:2]1[CH:3]=[C:4]([CH:11]=[CH:12][N:13]=1)[C:5]([N:7]([O:9][CH3:10])[CH3:8])=[O:6].[CH3:14][O:15][C:16]1[CH:32]=[CH:31][C:19]([CH2:20][NH:21][CH2:22][C:23]2[CH:28]=[CH:27][C:26]([O:29][CH3:30])=[CH:25][CH:24]=2)=[CH:18][CH:17]=1.CC(C)([O-])C.[Na+]>CC(C1C=CC=C(C(C)C)C=1N1C(=[Pd])N(C2C(C(C)C)=CC=CC=2C(C)C)C=C1)C.CC(C1C=CC=C(C(C)C)C=1N1C(=[Pd])N(C2C(C(C)C)=CC=CC=2C(C)C)C=C1)C.C1C=C2C(C(C=CC2=O)=O)=CC=1.C1C=C2C(C(C=CC2=O)=O)=CC=1.O1CCOCC1>[CH3:30][O:29][C:26]1[CH:25]=[CH:24][C:23]([CH2:22][N:21]([CH2:20][C:19]2[CH:31]=[CH:32][C:16]([O:15][CH3:14])=[CH:17][CH:18]=2)[C:2]2[CH:3]=[C:4]([CH:11]=[CH:12][N:13]=2)[C:5]([N:7]([O:9][CH3:10])[CH3:8])=[O:6])=[CH:28][CH:27]=1 |f:2.3,4.5.6.7|. Reported procedure: A 40 mL vial was charged with 2-chloro-N-methoxy-N-methyl-isonicotinamide (800 mg, 3.86 mmol), bis-(4-methoxy-benzyl)-amine (1.49 g, 5.80 mmol), 1,3-bis(2,6-diisopropylphenyl)imidazol-2-ylidene-(1,4-naphthoquinone)palladium (0) dimer (126 mg, 0.097 mmol), sodium tert-butoxide (519 mg, 5.41 mmol), and dioxane (12 mL). The vial was sealed, warmed to 110° C., and stirred overnight. The next day, the reaction was filtered through Celite, dry loaded onto silica gel, and purified via automated silica ... Reactants: FC(C=1C=C(C=C(C1)C(F)(F)F)C(C(=O)N(C)C=1C=NC(=CC1I)Cl)(C)C)(F)F (2-[3,5-bis(trifluoromethyl)phenyl]-N-(6-chloro-4-iodo-3-pyridinyl)-N,2-dimethylpropanamide), CC1=C(C=C(C=C1)F)B(O)O (2-methyl-5-fluorobenzene boronic acid), C([O-])([O-])=O.[Na+].[Na+] (sodium carbonate). Reagents/catalysts: C=1C=CC(=CC1)[P](C=2C=CC=CC2)(C=3C=CC=CC3)[Pd]([P](C=4C=CC=CC4)(C=5C=CC=CC5)C=6C=CC=CC6)([P](C=7C=CC=CC7)(C=8C=CC=CC8)C=9C=CC=CC9)[P](C=1C=CC=CC1)(C=1C=CC=CC1)C=1C=CC=CC1 (tetrakistriphenylphosphinepalladium). The solvent is O1CCOCC1 (dioxan). The product is FC(C=1C=C(C=C(C1)C(F)(F)F)C(C(=O)N(C)C=1C=NC(=CC1C1=C(C=CC(=C1)F)C)Cl)(C)C)(F)F (2-[3,5-bis(trifluoromethyl)phenyl]-N-[6-chloro-4-(5-fluoro-2-methylphenyl)-3-pyridinyl]-N,2-dimethylpropanamide). Yield: 27.0%. As a reaction SMILES: [F:1][C:2]([F:29])([F:28])[C:3]1[CH:4]=[C:5]([C:13]([CH3:27])([CH3:26])[C:14]([N:16]([C:18]2[CH:19]=[N:20][C:21]([Cl:25])=[CH:22][C:23]=2I)[CH3:17])=[O:15])[CH:6]=[C:7]([C:9]([F:12])([F:11])[F:10])[CH:8]=1.[CH3:30][C:31]1[CH:36]=[CH:35][C:34]([F:37])=[CH:33][C:32]=1B(O)O.C(=O)([O-])[O-].[Na+].[Na+]>O1CCOCC1.C1C=CC([P]([Pd]([P](C2C=CC=CC=2)(C2C=CC=CC=2)C2C=CC=CC=2)([P](C2C=CC=CC=2)(C2C=CC=CC=2)C2C=CC=CC=2)[P](C2C=CC=CC=2)(C2C=CC=CC=2)C2C=CC=CC=2)(C2C=CC=CC=2)C2C=CC=CC=2)=CC=1>[F:1][C:2]([F:29])([F:28])[C:3]1[CH:4]=[C:5]([C:13]([CH3:27])([CH3:26])[C:14]([N:16]([C:18]2[CH:19]=[N:20][C:21]([Cl:25])=[CH:22][C:23]=2[C:36]2[CH:35]=[C:34]([F:37])[CH:33]=[CH:32][C:31]=2[CH3:30])[CH3:17])=[O:15])[CH:6]=[C:7]([C:9]([F:12])([F:11])[F:10])[CH:8]=1 |f:2.3.4,^1:56,58,77,96|. Procedure details: 2-[3,5-bis(trifluoromethyl)phenyl]-N-(6-chloro-4-iodo-3-pyridinyl)-N,2-dimethylpropanamide (200 mg, 0.363 mmol), 2-methyl-5-fluorobenzene boronic acid (73 mg, 0.472 mmol), sodium carbonate (0.4 mL, 2M solution), tetrakistriphenylphosphinepalladium (4 mg, 0.00363 mmol) in dioxan were heated together in the microwave at 110° C. for 30 minutes. The mixture was partitioned between EtOAc and Brine. The Aqueous layer was extracted with EtOAc×3. The combined extracts were dried and evaporated. The resi... The reactants are CS(=O)(=O)OCC#CC1=C(C=2C(=NC(=CC2NS(=O)(=O)C2=CC(=CC=C2)Cl)C)S1)C1=CC(=CC=C1)OC (3-{4-{[(3-chlorophenyl)sulfonyl]amino}-6-methyl-3-[3-(methyloxy)phenyl]thieno[2,3-b]pyridin-2-yl}-2-propyn-1-yl methanesulfonate), N1CCOCC1 (morpholine). Run in C1CCOC1 (THF). Conditions: temperature 60 celsius, time 1 hour. Yields the product ClC=1C=C(C=CC1)S(=O)(=O)NC1=C2C(=NC(=C1)C)SC(=C2C2=CC(=CC=C2)OC)C#CCN2CCOCC2 (3-Chloro-N-{6-methyl-3-[3-(methyloxy)phenyl]-2-[3-(4-morpholinyl)-1-propyn-1-yl]thieno[2,3-b]pyridin-4-yl}benzenesulfonamide). The yield is 88.0%. RXN SMILES: CS(O[CH2:6][C:7]#[C:8][C:9]1[S:29][C:12]2=[N:13][C:14]([CH3:28])=[CH:15][C:16]([NH:17][S:18]([C:21]3[CH:26]=[CH:25][CH:24]=[C:23]([Cl:27])[CH:22]=3)(=[O:20])=[O:19])=[C:11]2[C:10]=1[C:30]1[CH:35]=[CH:34][CH:33]=[C:32]([O:36][CH3:37])[CH:31]=1)(=O)=O.[NH:38]1[CH2:43][CH2:42][O:41][CH2:40][CH2:39]1>C1COCC1>[Cl:27][C:23]1[CH:22]=[C:21]([S:18]([NH:17][C:16]2[CH:15]=[C:14]([CH3:28])[N:13]=[C:12]3[S:29][C:9]([C:8]#[C:7][CH2:6][N:38]4[CH2:43][CH2:42][O:41][CH2:40][CH2:39]4)=[C:10]([C:30]4[CH:35]=[CH:34][CH:33]=[C:32]([O:36][CH3:37])[CH:31]=4)[C:11]=23)(=[O:20])=[O:19])[CH:26]=[CH:25][CH:24]=1. Procedure: A mixture of 3-{4-{[(3-chlorophenyl)sulfonyl]amino}-6-methyl-3-[3-(methyloxy)phenyl]thieno[2,3-b]pyridin-2-yl}-2-propyn-1-yl methanesulfonate (Description 77) (14 mg, 0.024 mmol) and morpholine (21.14 μl, 0.243 mmol) in THF (221 μl) was stirred at 60° C. for 1 h. The mixture was evaporated to dryness and the residue purified on silica, eluting with a gradient of 0-10% 2M NH3 in MeOH in DCM, to afford the title compound (12 mg). LCMS (A) m/z: 568 [M+1]+, Rt 1.02 min (acidic). Reactants: C[N+]1([O-])CCOCC1, CCC[N+](CCC)(CCC)CCC, O=[Ru](=O)(=O)[O-], OCc1ccc(-c2cccnc2)cc1. Product: O=Cc1ccc(-c2cccnc2)cc1. RXN SMILES: [CH3:15][N+:16]1([O-:17])[CH2:18][CH2:19][O:20][CH2:21][CH2:22]1.[CH3:28][CH2:29][CH2:30][N+:31]([CH2:32][CH2:33][CH3:34])([CH2:35][CH2:36][CH3:37])[CH2:38][CH2:39][CH3:40].[O-:23][Ru:24](=[O:25])(=[O:26])=[O:27].[n:1]1[cH:2][c:3](-[c:7]2[cH:8][cH:9][c:10]([CH2:13][OH:14])[cH:11][cH:12]2)[cH:4][cH:5][cH:6]1>>[n:1]1[cH:2][c:3](-[c:7]2[cH:8][cH:9][c:10]([CH:13]=[O:14])[cH:11][cH:12]2)[cH:4][cH:5][cH:6]1. Starting materials: N1CCC2=CC=CC=C12 (indoline), C(C)(C)N(CC)C(C)C (diisopropylethylamine), [I-].C[N+]1=CN(C=C1)C(=O)\N=C\1/SC(=CN1C1=CC=C(C=C1)C(F)(F)F)C (3-methyl-1-({[(2Z)-5-methyl-3-[4-(trifluoromethyl)phenyl]-1,3-thiazol-2(3H)-ylidene]amino}carbonyl)-1H-imidazol-3-ium iodide). Solvent: C(C)#N (acetonitrile), C(C)#N (acetonitrile), C(C)#N (acetonitrile). Reaction conditions: time 8 hour. The product is CC1=CN(/C(/S1)=N/C(=O)N1CCC2=CC=CC=C12)C1=CC=C(C=C1)C(F)(F)F (N-[(2Z)-5-methyl-3-[4-(trifluoromethyl)phenyl]-1,3-thiazol-2(3H)-ylidene]indoline-1-carboxamide). RXN SMILES: [I-].C[N+]1[CH:7]=[CH:6][N:5]([C:8](/[N:10]=[C:11]2\[S:12][C:13]([CH3:26])=[CH:14][N:15]\2[C:16]2[CH:21]=[CH:20][C:19]([C:22]([F:25])([F:24])[F:23])=[CH:18][CH:17]=2)=[O:9])[CH:4]=1.C(N(C(C)C)CC)(C)C.N1C2[C:39](=[CH:40][CH:41]=CC=2)[CH2:38][CH2:37]1>C(#N)C>[CH3:26][C:13]1[S:12]/[C:11](=[N:10]\[C:8]([N:5]2[C:4]3[C:37](=[CH:38][CH:39]=[CH:40][CH:41]=3)[CH2:7][CH2:6]2)=[O:9])/[N:15]([C:16]2[CH:21]=[CH:20][C:19]([C:22]([F:25])([F:24])[F:23])=[CH:18][CH:17]=2)[CH:14]=1 |f:0.1|. Procedure: In a 20 mL vial, a solution of 3-methyl-1-({[(2Z)-5-methyl-3-[4-(trifluoromethyl)phenyl]-1,3-thiazol-2(3H)-ylidene]amino}carbonyl)-1H-imidazol-3-ium iodide (62 mg, 0.13 mmol, Example 18B) dissolved in acetonitrile (0.6 mL) was added followed by the addition of diisopropylethylamine (28 μL, 0.16 mmol) dissolved in acetonitrile (0.6 mL). Then, to the solution was added indoline (17 mg, 0.14 mmol) dissolved in acetonitrile (0.7 mL). The vial was capped and shaken overnight at room temperature. The ... Reported procedure: Piperidine (0.80 mL) was added to a solution of (S)-2-4(9H-fluoren-9-yl)methoxy)carbonylamino)-6-(bis((1-methyl-1H-imidazol-2-yl)methyl)amino)hexanoic acid (556 mg, 1.00 mmol) in DMF (4.0 mL). The mixture was stirred at room temperature for 2 hrs. Solvent was evaporated under reduce pressure to afford a residue, which was purified by Amberchrom to afford (S)-2-amino-6-(bis((1-methyl-1H-imidazol-2-yl)methyl)amino) hexanoic acid (330 mg, 99%). 1H NMR (400 MHz, DMSO-d6) 7.94 (s, 1H), 7.04 (d, J=3=1... Run in CN(C)C=O (DMF). Reaction SMILES: [NH:1]1CCCCC1.[CH3:7][N:8]1[CH:12]=[CH:11][N:10]=[C:9]1[CH2:13][N:14]([CH2:23][C:24]1[N:25]([CH3:29])[CH:26]=[CH:27][N:28]=1)[CH2:15][CH2:16][CH2:17][CH2:18][CH2:19][C:20]([OH:22])=[O:21]>CN(C=O)C>[NH2:1][C@@H:19]([CH2:18][CH2:17][CH2:16][CH2:15][N:14]([CH2:13][C:9]1[N:8]([CH3:7])[CH:12]=[CH:11][N:10]=1)[CH2:23][C:24]1[N:25]([CH3:29])[CH:26]=[CH:27][N:28]=1)[C:20]([OH:22])=[O:21]. Reactants: N1CCCCC1 (Piperidine), CN1C(=NC=C1)CN(CCCCCC(=O)O)CC=1N(C=CN1)C (6-(bis((1-methyl-1H-imidazol-2-yl)methyl)amino)hexanoic acid). The product is N[C@H](C(=O)O)CCCCN(CC=1N(C=CN1)C)CC=1N(C=CN1)C ((S)-2-amino-6-(bis((1-methyl-1H-imidazol-2-yl)methyl)amino) hexanoic acid). Reaction conditions: time 2 hour. Isolated yield 99.0%. The reactants are O=S(=O)(Cl)c1ccc(Cl)cc1, Fc1ccc(C2CCCN2)cc1. Reaction SMILES: [Cl:13][c:14]1[cH:15][cH:16][c:17]([S:20](=[O:21])(=[O:22])[Cl:23])[cH:18][cH:19]1.[F:1][c:2]1[cH:3][cH:4][c:5]([CH:8]2[NH:9][CH2:10][CH2:11][CH2:12]2)[cH:6][cH:7]1>>[F:1][c:2]1[cH:3][cH:4][c:5]([CH:8]2[N:9]([S:20]([c:17]3[cH:16][cH:15][c:14]([Cl:13])[cH:19][cH:18]3)(=[O:21])=[O:22])[CH2:10][CH2:11][CH2:12]2)[cH:6][cH:7]1. Product: O=S(=O)(c1ccc(Cl)cc1)N1CCCC1c1ccc(F)cc1. Reactants: O=C([O-])CC(=O)OCc1ccccc1, [Mg+], C1CCOC1, O=C(O)c1ccc(Oc2ccccn2)cc1. Yields the product O=C(CC(=O)c1ccc(Oc2ccccn2)cc1)OCc1ccccc1. As a reaction SMILES: [C:18]([CH2:19][C:20]([O-:21])=[O:22])(=[O:23])[O:24][CH2:25][c:26]1[cH:27][cH:28][cH:29][cH:30][cH:31]1.[Mg+:17].[O:32]1[CH2:33][CH2:34][CH2:35][CH2:36]1.[n:1]1[c:2]([O:7][c:8]2[cH:9][cH:10][c:11]([C:12](=[O:13])[OH:14])[cH:15][cH:16]2)[cH:3][cH:4][cH:5][cH:6]1>>[n:1]1[c:2]([O:7][c:8]2[cH:9][cH:10][c:11]([C:12](=[O:14])[CH2:19][C:18](=[O:23])[O:24][CH2:25][c:26]3[cH:27][cH:28][cH:29][cH:30][cH:31]3)[cH:15][cH:16]2)[cH:3][cH:4][cH:5][cH:6]1. Starting materials: C(C)(C)(C)OC(CNC(=O)[C@H]1N(C[C@@H](C1)SC(C1=CC=CC=C1)(C1=CC=CC=C1)C1=CC=CC=C1)S(=O)(=O)C1=CC2=CC=CC=C2C=C1)=O ((2S,4R)-{[1-(Naphthalene-2-sulfonyl)-4-tritylsulfanyl-pyrrolidine-2-carbonyl]-amino}-acetic acid tert-butyl ester), C(C1=CC=CC=C1)Br (benzylbromide), [H-].[Na+] (NaH), [NH4+].[Cl-].CCOC(=O)C (NH4Cl EtOAc). Solvent: CN(C)C=O (DMF). Yields the product C(C)(C)(C)OC(CN(C(=O)[C@H]1N(C[C@@H](C1)SC(C1=CC=CC=C1)(C1=CC=CC=C1)C1=CC=CC=C1)S(=O)(=O)C1=CC2=CC=CC=C2C=C1)CC1=CC=CC=C1)=O ((2S,4R)-[Benzyl-[1-(naphthalene-2-sulfonyl)-4-tritylsulfanyl-pyrrolidine-2-carbonyl]- amino}-acetic acid tert-butyl ester). Yield: 70.8%. As a reaction SMILES: [C:1]([O:5][C:6](=[O:49])[CH2:7][NH:8][C:9]([C@@H:11]1[CH2:15][C@@H:14]([S:16][C:17]([C:30]2[CH:35]=[CH:34][CH:33]=[CH:32][CH:31]=2)([C:24]2[CH:29]=[CH:28][CH:27]=[CH:26][CH:25]=2)[C:18]2[CH:23]=[CH:22][CH:21]=[CH:20][CH:19]=2)[CH2:13][N:12]1[S:36]([C:39]1[CH:48]=[CH:47][C:46]2[C:41](=[CH:42][CH:43]=[CH:44][CH:45]=2)[CH:40]=1)(=[O:38])=[O:37])=[O:10])([CH3:4])([CH3:3])[CH3:2].[CH2:50](Br)[C:51]1[CH:56]=[CH:55][CH:54]=[CH:53][CH:52]=1.[H-].[Na+].[NH4+].[Cl-].CCOC(C)=O>CN(C=O)C>[C:1]([O:5][C:6](=[O:49])[CH2:7][N:8]([CH2:50][C:51]1[CH:56]=[CH:55][CH:54]=[CH:53][CH:52]=1)[C:9]([C@@H:11]1[CH2:15][C@@H:14]([S:16][C:17]([C:18]2[CH:19]=[CH:20][CH:21]=[CH:22][CH:23]=2)([C:30]2[CH:31]=[CH:32][CH:33]=[CH:34][CH:35]=2)[C:24]2[CH:29]=[CH:28][CH:27]=[CH:26][CH:25]=2)[CH2:13][N:12]1[S:36]([C:39]1[CH:48]=[CH:47][C:46]2[C:41](=[CH:42][CH:43]=[CH:44][CH:45]=2)[CH:40]=1)(=[O:38])=[O:37])=[O:10])([CH3:4])([CH3:2])[CH3:3] |f:2.3,4.5.6|. Procedure details: A solution of 346.5 mg (0.5 mmol) (2S,4R)-{[1-(Naphthalene-2-sulfonyl)-4-tritylsulfanyl-pyrrolidine-2-carbonyl]-amino}-acetic acid tert-butyl ester in 3 ml DMF was treated at 0° C. with 0.24 ml (2 mmol) benzylbromide and 35 mg (0.8 mmol) 55% NaH, warmed up over night to RT. The reaction was poured into aqueous saturated NH4Cl/EtOAc (3×). The organic phase was washed with aqueous 10% NaCl solution, dried over Na2SO4 and evaporated under reduced pressure. Purification by flash-chromatography on si... The reagents and catalysts are [Pd] (Pd/C). Yields the product NC1=CC=C(CC2=NC(=C(C(=N2)C)CC(=O)OC)N2CCCC2)C=C1 (methyl [2-(4-aminobenzyl)-4-methyl-6-pyrrolidin-1-ylpyrimidin-5-yl]acetate). The solvent is C1CCOC1 (THF). The reactants are CC1=NC(=NC(=C1CC(=O)OC)N1CCCC1)CC1=CC=C(C=C1)[N+](=O)[O-] (methyl [4-methyl-2-(4-nitrobenzyl)-6-pyrrolidin-1-ylpyrimidin-5-yl]acetate). Conditions: time 1 hour. RXN SMILES: [CH3:1][C:2]1[C:7]([CH2:8][C:9]([O:11][CH3:12])=[O:10])=[C:6]([N:13]2[CH2:17][CH2:16][CH2:15][CH2:14]2)[N:5]=[C:4]([CH2:18][C:19]2[CH:24]=[CH:23][C:22]([N+:25]([O-])=O)=[CH:21][CH:20]=2)[N:3]=1>C1COCC1.[Pd]>[NH2:25][C:22]1[CH:21]=[CH:20][C:19]([CH2:18][C:4]2[N:3]=[C:2]([CH3:1])[C:7]([CH2:8][C:9]([O:11][CH3:12])=[O:10])=[C:6]([N:13]3[CH2:14][CH2:15][CH2:16][CH2:17]3)[N:5]=2)=[CH:24][CH:23]=1. Procedure details: To a solution of methyl [4-methyl-2-(4-nitrobenzyl)-6-pyrrolidin-1-ylpyrimidin-5-yl]acetate (0.074 g, 0.20 mmol) in anhydrous THF (2 mL) was added Pd/C (10% Pd, 0.050 g) and the resulting black suspension was stirred under an atmosphere of hydrogen. After 1 hour; the reaction mixture was filtered through Celite and the filtrate was concentrated in vacuo to give methyl [2-(4-aminobenzyl)-4-methyl-6-pyrrolidin-1-ylpyrimidin-5-yl]acetate.